The task is: describe an organic reaction: reactants, conditions, products, and yield. This data is from the Open Reaction Database (ORD), a public repository of structured organic reaction records. The reactants are BrB(Br)Br, CCOC(C)=O, ClCCCl, ClCCl, COc1ccc(-c2nc(C#N)c(N)nc2-c2ccccc2)cn1, O. Yields the product N#Cc1nc(-c2ccc(=O)[nH]c2)c(-c2ccccc2)nc1N. Reaction SMILES: [B:24]([Br:25])([Br:26])[Br:27].[CH3:28][CH2:29][O:30][C:31]([CH3:32])=[O:33].[Cl:35][CH2:36][CH2:37][Cl:38].[Cl:39][CH2:40][Cl:41].[NH2:1][c:2]1[c:3]([C:22]#[N:23])[n:4][c:5](-[c:14]2[cH:15][n:16][c:17]([O:20][CH3:21])[cH:18][cH:19]2)[c:6](-[c:8]2[cH:9][cH:10][cH:11][cH:12][cH:13]2)[n:7]1.[OH2:34]>>[NH2:1][c:2]1[c:3]([C:22]#[N:23])[n:4][c:5](-[c:14]2[cH:15][nH:16][c:17](=[O:20])[cH:18][cH:19]2)[c:6](-[c:8]2[cH:9][cH:10][cH:11][cH:12][cH:13]2)[n:7]1. As a reaction SMILES: [Cl:1][C:2]1[CH:24]=[CH:23][CH:22]=[CH:21][C:3]=1[O:4][C:5]1[N:10]=[C:9]([C:11]2[N:16]=[C:15](O)[CH:14]=[C:13]([CH2:18][CH2:19][CH3:20])[N:12]=2)[CH:8]=[CH:7][CH:6]=1.P(Cl)(Cl)([Cl:27])=O.C(=O)([O-])[O-].[Na+].[Na+]>C1(C)C=CC=CC=1>[Cl:27][C:15]1[CH:14]=[C:13]([CH2:18][CH2:19][CH3:20])[N:12]=[C:11]([C:9]2[CH:8]=[CH:7][CH:6]=[C:5]([O:4][C:3]3[CH:21]=[CH:22][CH:23]=[CH:24][C:2]=3[Cl:1])[N:10]=2)[N:16]=1 |f:2.3.4|. Run in C1(=CC=CC=C1)C (toluene). Reactants: ClC1=C(OC2=CC=CC(=N2)C2=NC(=CC(=N2)O)CCC)C=CC=C1 (2-(6-o-chlorophenoxy-2-pyridinyl)-4-hydroxy-6-n-propylprimidine), P(=O)(Cl)(Cl)Cl (phosphoryl chloride), C([O-])([O-])=O.[Na+].[Na+] (sodium carbonate). Reported procedure: To solution of 2-(6-o-chlorophenoxy-2-pyridinyl)-4-hydroxy-6-n-propylprimidine (5 g) in toluene (100 ml), was added phosphoryl chloride (5 g). The mixture was heated under refluxing for one hour and left to stand to room temperature. Aqueous sodium carbonate solution was added thereto until the reaction solution became about pH 8 to be separated into two layers. Toluene layer was washed with water and dried over anhydrous magnesium sulfate. The toluene layer was concentrated under reduced pressu... Product: ClC1=NC(=NC(=C1)CCC)C1=NC(=CC=C1)OC1=C(C=CC=C1)Cl (4-chlono-2-(6-o-chlorophenoxy-2-pyridinyl)-6-n-propylpyrimidine). Yield: 87.3%. Reactants: N1=CC(=CC=C1)NC(=O)C1=CC=C(C=2OC3=C(C21)C=C(C=C3)[N+](=O)[O-])OC (N1-(pyrid-3-yl)-4-methoxy-8-nitro-dibenzo[b,d]furan-1-carboxamide), O.NN (hydrazine hydrate). The reagents and catalysts are [Ni] (raney nickel). Run in CO (methanol). Product: N1=CC(=CC=C1)NC(=O)C1=CC=C(C=2OC3=C(C21)C=C(C=C3)N)OC (N1-(pyrid-3-yl)-4-methoxy-8-amino-dibenzo[b,d]furan-1-carboxamide). Isolated yield 65.4%. Reaction SMILES: [N:1]1[CH:6]=[CH:5][CH:4]=[C:3]([NH:7][C:8]([C:10]2[C:18]3[C:17]4[CH:19]=[C:20]([N+:23]([O-])=O)[CH:21]=[CH:22][C:16]=4[O:15][C:14]=3[C:13]([O:26][CH3:27])=[CH:12][CH:11]=2)=[O:9])[CH:2]=1.O.NN>[Ni].CO>[N:1]1[CH:6]=[CH:5][CH:4]=[C:3]([NH:7][C:8]([C:10]2[C:18]3[C:17]4[CH:19]=[C:20]([NH2:23])[CH:21]=[CH:22][C:16]=4[O:15][C:14]=3[C:13]([O:26][CH3:27])=[CH:12][CH:11]=2)=[O:9])[CH:2]=1 |f:1.2|. Procedure details: N1-(pyrid-3-yl)-4-methoxy-8-nitro-dibenzo[b,d]furan-1-carboxamide (500 mg) (from step 1) was reduced using raney nickel (150 mg) (30%/w/w aqueous suspension) in methanol (10 ml) in the presence of hydrazine hydrate (0.32 ml) under gentle reflux for 4 h. The reaction mixture was filtered through celite and the filterate was concentrated in vaccuo. The residue was triturated with water, to obtain a solid which was filtered dried to give the product as white solid (300 mg). Starting materials: BrC=1C=NC2=CC=CC=C2C1NCC1(CCCCC1)O (3-bromo-N-(1-hydroxycyclohexylmethyl)-4-quinolinamine), CC(C)([O-])C.[K+] (potassium tert-butoxide), CN(C)C=O (DMF). Run in O (water). Run at temperature 130 celsius, time 1 hour. The product is N1=CC2(OC=3C=NC=4C=CC=CC4C31)CCCCC2 (Spiro[cyclohexane-1,3'-[3H][1,4]oxazino[2,3-c]quinoline]). Reaction SMILES: Br[C:2]1[CH:3]=[N:4][C:5]2[C:10]([C:11]=1[NH:12][CH2:13][C:14]1([OH:20])[CH2:19][CH2:18][CH2:17][CH2:16][CH2:15]1)=[CH:9][CH:8]=[CH:7][CH:6]=2.CC(C)([O-])C.[K+].CN(C=O)C>O>[N:12]1[C:11]2[C:10]3[CH:9]=[CH:8][CH:7]=[CH:6][C:5]=3[N:4]=[CH:3][C:2]=2[O:20][C:14]2([CH2:19][CH2:18][CH2:17][CH2:16][CH2:15]2)[CH:13]=1 |f:1.2|. Reported procedure: A mixture of 5.5 g of 3-bromo-N-(1-hydroxycyclohexylmethyl)-4-quinolinamine, 2.2 g of potassium tert-butoxide and 50 ml of DMF was heated at 130° C. for 1 hour and then poured into 250 ml of water. The product was extracted with dichloromethane and ethyl acetate, dried and concentrated, and the residue was purified by HPLC using dichloromethane:MeOH=95:5 as the eluent. The fractions containing the product were combined and concentrated. The residue was taken up in water and stirred for 1 hour, a... Starting materials: Fc1ccc(Br)cc1CBr, [C-]#N, C1COCCO1, CCO, [K+], O. Yields the product N#CCc1cc(Br)ccc1F. As a reaction SMILES: [Br:1][c:2]1[cH:3][cH:4][c:5]([F:10])[c:6]([CH2:7][Br:8])[cH:9]1.[C-:11]#[N:12].[CH2:14]1[O:15][CH2:16][CH2:17][O:18][CH2:19]1.[CH3:21][CH2:22][OH:23].[K+:13].[OH2:20]>>[Br:1][c:2]1[cH:3][cH:4][c:5]([F:10])[c:6]([CH2:7][C:11]#[N:12])[cH:9]1.